From a dataset of the Open Reaction Database (ORD), a public repository of structured organic reaction records. describe an organic reaction: reactants, conditions, products, and yield The reactants are C(C)(=O)OCC (ethyl acetate), OOS(=O)[O-].[K+] (OXONE), C(C)(=O)OCC (ethyl acetate), C(C)SCC(C)(O)C=1NC2=CC(=C(C=C2C1C)C#N)C(F)(F)F (2-(2-ethylsulfanyl-1-hydroxy-1-methyl-ethyl)-3-methyl-6-trifluoromethyl-1H-indole-5-carbonitrile), C([O-])(O)=O.[Na+] (sodium bicarbonate), C(C)(=O)OCC (Ethyl acetate). Reagents/catalysts: [N+](CCCC)(CCCC)(CCCC)CCCC.[O-]S(=O)(=O)O (Bu4NHSO4). Run at time 8 hour. The product is OOS(=O)[O-].[K+] (OXONE), C(C)S(=O)(=O)CC(C)(O)C=1NC2=CC(=C(C=C2C1C)C#N)C(F)(F)F (2-(2-Ethanesulfonyl-1-hydroxy-1-methyl-ethyl)-3-methyl-6-trifluoromethyl-1H-indole-5-carbonitrile). Reaction SMILES: C(S[CH2:4][C:5]([C:8]1[NH:9][C:10]2[C:15]([C:16]=1[CH3:17])=[CH:14][C:13]([C:18]#[N:19])=[C:12]([C:20]([F:23])([F:22])[F:21])[CH:11]=2)([OH:7])[CH3:6])C.C(=O)(O)[O-].[Na+].[OH:29][O:30][S:31]([O-:33])=[O:32].[K+:34].[C:35](OCC)(=O)[CH3:36]>[N+](CCCC)(CCCC)(CCCC)CCCC.[O-]S(O)(=O)=O>[OH:29][O:30][S:31]([O-:33])=[O:32].[K+:34].[CH2:35]([S:31]([CH2:6][C:5]([C:8]1[NH:9][C:10]2[C:15]([C:16]=1[CH3:17])=[CH:14][C:13]([C:18]#[N:19])=[C:12]([C:20]([F:23])([F:21])[F:22])[CH:11]=2)([OH:7])[CH3:4])(=[O:33])=[O:30])[CH3:36] |f:1.2,3.4,6.7,8.9|. Procedure details: The (−) enantiomer of 2-(2-ethylsulfanyl-1-hydroxy-1-methyl-ethyl)-3-methyl-6-trifluoromethyl-1H-indole-5-carbonitrile, the compound prepared as in Example 88 above (1 equivalent) was dissolved in ethyl acetate (5 mL/mmol). A separate aqueous solution of OXONE® (3 equivalents) and Bu4NHSO4 (0.3 mol %) (10 mL water/g of OXONE®) was prepared and the pH of this solution adjusted to about 7 by the addition of saturated sodium bicarbonate solution. After the pH adjustment, this aqueous solution was a... Starting materials: 3A, CO (methanol), ClC=1C=C(C=CC1)O (3-chlorophenol), COCOC (dimethoxymethane), 3A. The reagents and catalysts are C1(=CC=C(C=C1)S(=O)(=O)O)C (p-toluenesulphonic acid). Run in C(Cl)Cl (DCM). Run at time 24 hour. The product is ClC1=CC(=CC=C1)OCOC (1-chloro-3-{[(methyloxy)methyl]oxy}benzene). The yield is 12.5%. RXN SMILES: [Cl:1][C:2]1[CH:3]=[C:4]([OH:8])[CH:5]=[CH:6][CH:7]=1.[CH3:9][O:10][CH2:11]OC.CO>C(Cl)Cl.C1(C)C=CC(S(O)(=O)=O)=CC=1>[Cl:1][C:2]1[CH:7]=[CH:6][CH:5]=[C:4]([O:8][CH2:9][O:10][CH3:11])[CH:3]=1. Procedure details: To a solution of 3-chlorophenol (8 ml, 77 mmol, ABCR) in DCM (120 ml) was added dimethoxymethane (32 ml, 362 mmol, Aldrich) and then p-toluenesulphonic acid (0.164 g, 0.952 mmol, Alfa Aesar). The solution was heated to reflux under nitrogen using a Soxhlet apparatus containing 3A activated molecular sieves (approximately 20 g)* for 24 h. *The 3A molecular sieves were replaced after 6 h. Approximately a quarter of the reaction mixture was applied to a 70 g aminopropyl cartridge (prewashed with me... The reactants are CC[O-].[Na+] (NaOEt), Cl.C(C)(=N)N (acetamidine hydrochloride), FC(C(=O)C(C(=O)OCC)CC(=O)OCC)(F)F (diethyl 2-trifluoroacetylsuccinate), CCOCC.CCCCCC (ether hexane). Solvent: CCO (EtOH). Product: CC1=NC(=C(C(N1)=O)CC(=O)OCC)C(F)(F)F (Ethyl (2-Methyl-6-trifluoromethyl-3H-pyrimidin-4-on-5-yl)acetate). The yield is 26.9%. Reaction SMILES: CC[O-].[Na+].Cl.[C:6]([NH2:9])(=[NH:8])[CH3:7].[F:10][C:11]([F:27])([F:26])[C:12]([CH:14]([CH2:20][C:21]([O:23][CH2:24][CH3:25])=[O:22])[C:15](OCC)=[O:16])=O.CCOCC.CCCCCC>CCO>[CH3:7][C:6]1[NH:9][C:15](=[O:16])[C:14]([CH2:20][C:21]([O:23][CH2:24][CH3:25])=[O:22])=[C:12]([C:11]([F:10])([F:27])[F:26])[N:8]=1 |f:0.1,2.3,5.6|. Reported procedure: A mixture of NaOEt (0.074 mol) in EtOH (prepared from 1.7 g of Na and 75 mL of EtOH), acetamidine hydrochloride (3.5 g, 0.037 mol), and diethyl 2-trifluoroacetylsuccinate (10.0 g, 0.037 mol) was heated under reflux for 20 h. The mixture was concentrated, taken up in water, acidified to pH 4 with conc. HCl, and extracted with EtOAc. The extracts were washed with brine, dried (MgSO4), and concentrated to give an oily solid. Trituration with ether/hexane gave 2.63 g (27%) of product as a white soli... Starting materials: O=C([O-])[O-], COC(=O)c1cc2[nH]cnc2c(F)c1Nc1ccc(Br)cc1Cl, CN(C)C=O, CCOC(C)=O, CI, [K+], [K+]. Product: COC(=O)c1cc2c(ncn2C)c(F)c1Nc1ccc(Br)cc1Cl. As a reaction SMILES: [C:26](=[O:27])([O-:28])[O-:29].[CH3:1][O:2][C:3](=[O:4])[c:5]1[cH:6][c:7]2[c:8]([n:9][cH:10][nH:11]2)[c:12]([F:23])[c:13]1[NH:14][c:15]1[c:16]([Cl:22])[cH:17][c:18]([Br:21])[cH:19][cH:20]1.[CH3:32][N:33]([CH3:34])[CH:35]=[O:36].[CH3:37][CH2:38][O:39][C:40](=[O:41])[CH3:42].[I:24][CH3:25].[K+:30].[K+:31]>>[CH3:1][O:2][C:3](=[O:4])[c:5]1[cH:6][c:7]2[c:8]([n:9][cH:10][n:11]2[CH3:26])[c:12]([F:23])[c:13]1[NH:14][c:15]1[c:16]([Cl:22])[cH:17][c:18]([Br:21])[cH:19][cH:20]1. Starting materials: C(C)OCCCC1=CC=C(OC=2C=CC3=C(C=C(CCS3(=O)=O)C(=O)OC)C2)C=C1 (methyl 7-[4-(3-ethoxypropyl)phenoxy]-1,1-dioxo-2,3-dihydro-1-benzothiepine-4-carboxylate), CO (methanol), aqueous solution, [OH-].[Na+] (sodium hydroxide). The solvent is C1CCOC1 (THF). Run at temperature 70 celsius, time 5 hour. Product: C(C)OCCCC1=CC=C(OC=2C=CC3=C(C=C(CCS3(=O)=O)C(=O)O)C2)C=C1 (7-[4-(3-ethoxypropyl)phenoxy]-1,1-dioxo-2,3-dihydro-1-benzothiepine-4-carboxylic acid). Yield: 44.3%. Reaction SMILES: [CH2:1]([O:3][CH2:4][CH2:5][CH2:6][C:7]1[CH:30]=[CH:29][C:10]([O:11][C:12]2[CH:13]=[CH:14][C:15]3[S:21](=[O:23])(=[O:22])[CH2:20][CH2:19][C:18]([C:24]([O:26]C)=[O:25])=[CH:17][C:16]=3[CH:28]=2)=[CH:9][CH:8]=1)[CH3:2].CO.[OH-].[Na+]>C1COCC1>[CH2:1]([O:3][CH2:4][CH2:5][CH2:6][C:7]1[CH:8]=[CH:9][C:10]([O:11][C:12]2[CH:13]=[CH:14][C:15]3[S:21](=[O:22])(=[O:23])[CH2:20][CH2:19][C:18]([C:24]([OH:26])=[O:25])=[CH:17][C:16]=3[CH:28]=2)=[CH:29][CH:30]=1)[CH3:2] |f:2.3|. Procedure: To methyl 7-[4-(3-ethoxypropyl)phenoxy]-1,1-dioxo-2,3-dihydro-1-benzothiepine-4-carboxylate (0.28 g) dissolved methanol (5 ml) and THF (10 ml) was added a 1 N aqueous solution of sodium hydroxide (0.6 ml), and the resulting mixture was stirred at 70° C. for 5 hours. The reaction mixture was concentrated, was then neutralized with 1 N hydrochloric acid and was extracted with ethyl acetate. The organic layer was washed with water and an aqueous saturated solution of sodium chloride, and was dried ...